This data is from the Open Reaction Database (ORD), a public repository of structured organic reaction records. The task is: describe an organic reaction: reactants, conditions, products, and yield Starting materials: CC(=O)C.C(C)(=O)OCC (acetone ethyl acetate), C(=O)(N1C=NC=C1)N1C=NC=C1 (1,1'-carbonyldiimidazole), CN(CCN)CCC1=CC=CC=C1 (N-methyl-N-(2-phenylethyl)-1,2-ethanediamine), CC(C)NCCS(=O)(=O)C1=CC=CC=C1 (1-methyl-N-[2-(phenylsulfonyl)ethyl]ethanamine), oil. Solvent: CCOCC (ether), O1CCCC1 (tetrahydrofuran). The product is O.CC(C)N(C(=O)NCCN(CCC1=CC=CC=C1)C)CCS(=O)(=O)C1=CC=CC=C1.CC(C)N(C(=O)NCCN(C)CCC1=CC=CC=C1)CCS(=O)(=O)C1=CC=CC=C1 (N-(1-Methylethyl)-N'-[2-[methyl-(2-phenylethyl)amino]ethyl]-N-[2-(phenylsulfonyl)ethyl]urea hemihydrate). Reaction SMILES: C(N1C=CN=C1)(N1C=CN=C1)=[O:2].[CH3:13][N:14]([CH2:18][CH2:19][C:20]1[CH:25]=[CH:24][CH:23]=[CH:22][CH:21]=1)[CH2:15][CH2:16][NH2:17].[CH3:26][CH:27]([NH:29][CH2:30][CH2:31][S:32]([C:35]1[CH:40]=[CH:39][CH:38]=[CH:37][CH:36]=1)(=[O:34])=[O:33])[CH3:28].C[C:42](C)=[O:43].[C:45](OCC)(=[O:47])C>O1CCCC1.CCOCC>[OH2:2].[CH3:28][CH:27]([N:29]([CH2:30][CH2:31][S:32]([C:35]1[CH:36]=[CH:37][CH:38]=[CH:39][CH:40]=1)(=[O:33])=[O:34])[C:42]([NH:17][CH2:16][CH2:15][N:14]([CH3:13])[CH2:18][CH2:19][C:20]1[CH:25]=[CH:24][CH:23]=[CH:22][CH:21]=1)=[O:43])[CH3:26].[CH3:28][CH:27]([N:29]([CH2:30][CH2:31][S:32]([C:35]1[CH:36]=[CH:37][CH:38]=[CH:39][CH:40]=1)(=[O:33])=[O:34])[C:45]([NH:17][CH2:16][CH2:15][N:14]([CH2:18][CH2:19][C:20]1[CH:25]=[CH:24][CH:23]=[CH:22][CH:21]=1)[CH3:13])=[O:47])[CH3:26] |f:3.4,7.8.9|. Procedure details: A solution of 1,1'-carbonyldiimidazole (8.12 g, 0.05 mole) and N-methyl-N-(2-phenylethyl)-1,2-ethanediamine, 8.0 g (0.0045 mole) in 300 ml of tetrahydrofuran was stirred for 2 hours at room temperature. To the mixture was added 9.37 g (0.0412 mole) of 1-methyl-N-[2-(phenylsulfonyl)ethyl]ethanamine and the reaction was heated at gentle reflux overnight. The reaction was stripped to dryness and dissolved in chloroformdiethyl ether (50-50 v/v) and extracted with water. The organic phase was extract... Starting materials: O (water), N1C=NC2=C1C=CC=C2 (1H-Benzimidazole), C(C)(C)(C)OC(=O)N1CCC(CC1)OS(=O)(=O)C1=CC=C(C=C1)C (1-(tert-butoxycarbonyl)-4-(p-toluenesulfonyloxy)piperidine), [H-].[Na+] (sodium hydride). The solvent is CN(C=O)C (N,N-dimethylformamide). Reaction conditions: time 1 hour. Yields the product C(C)(C)(C)OC(=O)N1CCC(CC1)N1C=NC2=C1C=CC=C2 (1-(tert-Butoxycarbonyl)-4-(1H-benzimidazol-1-yl)piperidine). The yield is 25.1%. As a reaction SMILES: [NH:1]1[C:5]2[CH:6]=[CH:7][CH:8]=[CH:9][C:4]=2[N:3]=[CH:2]1.[H-].[Na+].[C:12]([O:16][C:17]([N:19]1[CH2:24][CH2:23][CH:22](OS(C2C=CC(C)=CC=2)(=O)=O)[CH2:21][CH2:20]1)=[O:18])([CH3:15])([CH3:14])[CH3:13].O>CN(C)C=O>[C:12]([O:16][C:17]([N:19]1[CH2:24][CH2:23][CH:22]([N:1]2[C:5]3[CH:6]=[CH:7][CH:8]=[CH:9][C:4]=3[N:3]=[CH:2]2)[CH2:21][CH2:20]1)=[O:18])([CH3:15])([CH3:13])[CH3:14] |f:1.2|. Procedure: 1H-Benzimidazole (300 mg) was dissolved in N,N-dimethylformamide (6 ml), added with sodium hydride (60%, in oil, 122 mg) and stirred at room temperature for 1 hour. Subsequently, the reaction mixture was added with 1-(tert-butoxycarbonyl)-4-(p-toluenesulfonyloxy)piperidine (1.08 g) and further stirred at room temperature for 23 hours and at 60° C. for 2 hours. The reaction mixture was added with water (10 ml) and extracted twice with ethyl acetate (10 ml). The organic layer was dried over anhydr...